Dataset: the Open Reaction Database (ORD), a public repository of structured organic reaction records. Task: describe an organic reaction: reactants, conditions, products, and yield Reaction conditions: time 330 minute. Reagents/catalysts: [W](Cl)(Cl)(Cl)(Cl)(Cl)Cl (tungsten hexachloride). Starting materials: C1(=CC=CC=C1)P(C1=CC=CC=C1)C1=CC=CC=C1 (Triphenylphosphine), CCCCCCC=CCCCCCC (7-Tetradecene), CCCCCCC=CCCCCCC (7-tetradecene), CCCCCCCCC=CCCCCCCCC (9-octadecene), CCCCCCCCC=CCCCCCCCC (9-octadecene), C(CCC)[Sn](CCCC)(CCCC)CCCC (tetrabutyl tin). RXN SMILES: [CH3:1][CH2:2][CH2:3][CH2:4][CH2:5][CH2:6][CH:7]=[CH:8][CH2:9][CH2:10][CH2:11][CH2:12][CH2:13][CH3:14].[CH3:15][CH2:16][CH2:17][CH2:18][CH2:19][CH2:20][CH2:21][CH2:22][CH:23]=[CH:24][CH2:25][CH2:26][CH2:27][CH2:28][CH2:29][CH2:30][CH2:31][CH3:32].C1(P(C2C=CC=CC=2)C2C=CC=CC=2)C=CC=CC=1.C([Sn](CCCC)(CCCC)CCCC)CCC>[W](Cl)(Cl)(Cl)(Cl)(Cl)Cl>[CH3:1][CH2:2][CH2:3][CH2:4][CH2:5][CH2:6][CH:7]=[CH:8][CH2:9][CH2:10][CH2:11][CH2:12][CH2:13][CH3:14].[CH3:15][CH2:16][CH2:17][CH2:18][CH2:19][CH2:20][CH2:21][CH2:22][CH:23]=[CH:24][CH2:25][CH2:26][CH2:27][CH2:28][CH2:29][CH2:30][CH2:31][CH3:32].[CH3:15][CH2:16][CH2:17][CH2:18][CH2:19][CH2:20][CH:21]=[CH:22][CH2:23][CH2:24][CH2:25][CH2:26][CH2:27][CH2:28][CH2:29][CH3:30]. Procedure: 7-Tetradecene and 9-octadecene were cross-metathesized employing a homogeneous modified catalyst. For the reaction, 1 mole 7-tetradecene and 1 mole 9-octadecene were combined in the reactor with 13 millimoles tungsten hexachloride. Triphenylphosphine (6.5 millimoles) was then charged to the reactor followed by the addition of 13 millimoles tetrabutyl tin. The reaction was conducted at 115° C and after 330 minutes reaction, near equilibrium conversion of the olefins was obtained with high selecti... Yields the product olefins, CCCCCCC=CCCCCCC (7-tetradecene), CCCCCCCCC=CCCCCCCCC (9-octadecene), CCCCCCC=CCCCCCCCC (7-hexadecene). The reactants are O=C1COCC(=O)O1, CCCc1nn(C)c(C(N)=O)c1N, ClCCl. Product: CCCc1nn(C)c(C(N)=O)c1NC(=O)COCC(=O)O. As a reaction SMILES: [C:1]1(=[O:8])[CH2:2][O:3][CH2:4][C:5](=[O:6])[O:7]1.[CH3:9][n:10]1[n:11][c:12]([CH2:19][CH2:20][CH3:21])[c:13]([NH2:18])[c:14]1[C:15](=[O:16])[NH2:17].[Cl:22][CH2:23][Cl:24]>>[C:1]([CH2:2][O:3][CH2:4][C:5](=[O:6])[NH:18][c:13]1[c:12]([CH2:19][CH2:20][CH3:21])[n:11][n:10]([CH3:9])[c:14]1[C:15](=[O:16])[NH2:17])([OH:7])=[O:8]. The reactants are ClC(C(C(C(C(C)(C)C)=O)N1N=CN=C1)O)(Cl)Cl (1,1,1-trichloro-2-hydroxy-3-(1,2,4-triazol-1-yl)-5,5-dimethyl-hexan-4-one), C(C)(=O)OC(C)=O (acetic anhydride). Product: ClC(C(C(C(C(C)(C)C)=O)N1N=CN=C1)OC(C)=O)(Cl)Cl (1,1,1-trichloro-2-acetoxy-3-(1,2,4-triazol-1-yl)-5,5-dimethyl-hexan-4-one). Isolated yield 43.0%. RXN SMILES: [Cl:1][C:2]([Cl:18])([Cl:17])[CH:3]([OH:16])[CH:4]([N:11]1[CH:15]=[N:14][CH:13]=[N:12]1)[C:5](=[O:10])[C:6]([CH3:9])([CH3:8])[CH3:7].[C:19](OC(=O)C)(=[O:21])[CH3:20]>>[Cl:18][C:2]([Cl:1])([Cl:17])[CH:3]([O:16][C:19](=[O:21])[CH3:20])[CH:4]([N:11]1[CH:15]=[N:14][CH:13]=[N:12]1)[C:5](=[O:10])[C:6]([CH3:8])([CH3:9])[CH3:7]. Procedure details: 314.6 g (1 mol) of 1,1,1-trichloro-2-hydroxy-3-(1,2,4-triazol-1-yl)-5,5-dimethyl-hexan-4-one were heated at 95° C. in 1,000 ml of acetic anhydride for 30 hours. The excess anhydride was then distilled off in vacuo, the residue was taken up in 750 ml of methylene chloride and the methylene chloride mixture was washed with 10% strength sodium bicarbonate solution until neutral. The organic phase was dried over sodium sulphate and concentrated by distilling off the solvent in vacuo. The residue was... Starting materials: BrB(Br)Br, CC1(C)Oc2cc(C#N)sc2C(N2CCCCC2=O)C1OCc1ccccc1, ClCCl, O. Yields the product CC1(C)Oc2cc(C#N)sc2C(N2CCCCC2=O)C1O. As a reaction SMILES: [B:1]([Br:2])([Br:3])[Br:4].[CH2:5]([c:6]1[cH:7][cH:8][cH:9][cH:10][cH:11]1)[O:12][CH:13]1[CH:14]([N:26]2[C:27](=[O:32])[CH2:28][CH2:29][CH2:30][CH2:31]2)[c:15]2[c:16]([cH:21][c:22]([C:24]#[N:25])[s:23]2)[O:17][C:18]1([CH3:19])[CH3:20].[Cl:34][CH2:35][Cl:36].[OH2:33]>>[OH:12][CH:13]1[CH:14]([N:26]2[C:27](=[O:32])[CH2:28][CH2:29][CH2:30][CH2:31]2)[c:15]2[c:16]([cH:21][c:22]([C:24]#[N:25])[s:23]2)[O:17][C:18]1([CH3:19])[CH3:20]. The reactants are C(CCC)OC1=NC(=C2N=C(N(C2=N1)CCCC1NCCCC1)OC)N (2-(butyloxy)-8-(methyloxy)-9-[3-(2-piperidinyl)propyl]-9H-purin-6-amine), IC1CCCC1 (iodocyclopentane). Product: NC1=C2NC(N(C2=NC(=N1)OCCCC)CCCC1N(CCCC1)C1CCCC1)=O (6-Amino-2-(butyloxy)-9-[3-(1-cyclopentyl-2-piperidinyl)propyl]-7,9-dihydro-8H-purin-8-one). RXN SMILES: [CH2:1]([O:5][C:6]1[N:14]=[C:13]2[C:9]([N:10]=[C:11]([O:24]C)[N:12]2[CH2:15][CH2:16][CH2:17][CH:18]2[CH2:23][CH2:22][CH2:21][CH2:20][NH:19]2)=[C:8]([NH2:26])[N:7]=1)[CH2:2][CH2:3][CH3:4].I[CH:28]1[CH2:32][CH2:31][CH2:30][CH2:29]1>>[NH2:26][C:8]1[N:7]=[C:6]([O:5][CH2:1][CH2:2][CH2:3][CH3:4])[N:14]=[C:13]2[C:9]=1[NH:10][C:11](=[O:24])[N:12]2[CH2:15][CH2:16][CH2:17][CH:18]1[CH2:23][CH2:22][CH2:21][CH2:20][N:19]1[CH:28]1[CH2:32][CH2:31][CH2:30][CH2:29]1. Procedure: Prepared similarly to Example 14 from 2-(butyloxy)-8-(methyloxy)-9-[3-(2-piperidinyl)propyl]-9H-purin-6-amine and iodocyclopentane. The reactants are FC(C1=CC=C(C=C1)NC(=O)N1N(C(C(C1C1=CC=CC=C1)C1=CC=CC=C1)=O)C)(F)F (1-[(4-trifluoromethylphenyl)-aminocarbonyl]-2-methyl-4,5-diphenyl-3-pyrazolidinone), CN1NC(C(C1=O)C1=CC=CC=C1)C1=CC=CC=C1 (2-methyl-4,5-diphenyl-3-pyrazolidinone), FC(C1=CC=C(C=C1)N=C=O)(F)F (4-trifluoromethylphenylisocyanate). Product: FC(C1=CC=C(C=C1)NC(=O)N1N=C(C(C1C1=CC=CC=C1)C1=CC=CC=C1)OC)(F)F (1-[(4-Trifluoromethylphenyl)aminocarbonyl]-3-methoxy-4,5-diphenyl-2-pyrazoline). Reaction SMILES: [F:1][C:2]([F:32])([F:31])[C:3]1[CH:8]=[CH:7][C:6]([NH:9][C:10]([N:12]2[CH:16]([C:17]3[CH:22]=[CH:21][CH:20]=[CH:19][CH:18]=3)[CH:15]([C:23]3[CH:28]=[CH:27][CH:26]=[CH:25][CH:24]=3)[C:14](=[O:29])[N:13]2C)=[O:11])=[CH:5][CH:4]=1.[CH3:33]N1C(=O)C(C2C=CC=CC=2)C(C2C=CC=CC=2)N1.FC(F)(F)C1C=CC(N=C=O)=CC=1>>[F:1][C:2]([F:32])([F:31])[C:3]1[CH:8]=[CH:7][C:6]([NH:9][C:10]([N:12]2[CH:16]([C:17]3[CH:18]=[CH:19][CH:20]=[CH:21][CH:22]=3)[CH:15]([C:23]3[CH:24]=[CH:25][CH:26]=[CH:27][CH:28]=3)[C:14]([O:29][CH3:33])=[N:13]2)=[O:11])=[CH:5][CH:4]=1. Procedure details: Also isolated was 1-[(4-trifluoromethylphenyl)-aminocarbonyl]-2-methyl-4,5-diphenyl-3-pyrazolidinone, corresponding to a product prepared, according to the method of Example 1, from 2-methyl-4,5-diphenyl-3-pyrazolidinone and 4-trifluoromethylphenylisocyanate.